Dataset: the Open Reaction Database (ORD), a public repository of structured organic reaction records. Task: describe an organic reaction: reactants, conditions, products, and yield Reactants: [C@@H]1(CC[C@@H](CO)O1)N1C(=O)N=C(N)C=C1 (2', 3'-dideoxycytidine), mercuric acetate, II (Iodine). The solvent is CO (methanol), ClCCl (dichloromethane), CO (methanol). Run at time 4 hour. Product: IC=1C(=NC(N([C@H]2CC[C@@H](CO)O2)C1)=O)N (5-iodo-2', 3'-dideoxycytidine). Isolated yield 82.8%. RXN SMILES: [C@@H:1]1([N:8]2[CH:15]=[CH:14][C:12]([NH2:13])=[N:11][C:9]2=[O:10])[O:7][C@H:4]([CH2:5][OH:6])[CH2:3][CH2:2]1.[I:16]I>CO.ClCCl>[I:16][C:14]1[C:12]([NH2:13])=[N:11][C:9](=[O:10])[N:8]([CH:15]=1)[C@@H:1]1[O:7][C@H:4]([CH2:5][OH:6])[CH2:3][CH2:2]1. Procedure: A solution of 2', 3'-dideoxycytidine (2.11 g, 10 mmol, Raylo) and mercuric acetate (3.35 g, 10.5 mmol, Fisher) in 50 mL of methanol was refluxed for 19 hours. The resulting white suspension was diluted with methanol (50 mL) and dichloromethane (100 mL). Iodine (3.05 g, 12 mmol) was added and the suspension was stirred at 25°. After 4 hours, the free base form of AG3 X4A resin (20 mL, 38 meq, Bio-Rad) was added and hydrogen sulfide was bubbled into the reaction for 15 minutes. Complete precipitat... Starting materials: COCc1ccc(C)c(NCC=O)c1, O=C(Cl)CCl, [Na+], [Na+], O=C([O-])[O-], O, c1ccccc1. Product: COCc1ccc(C)c(N(CC=O)C(=O)CCl)c1. Reaction SMILES: [CH3:1][c:2]1[c:3]([NH:4][CH2:5][CH:6]=[O:7])[cH:8][c:9]([CH2:12][O:13][CH3:14])[cH:10][cH:11]1.[Cl:27][CH2:28][C:29](=[O:30])[Cl:31].[Na+:15].[Na+:16].[O-:17][C:18](=[O:19])[O-:20].[OH2:32].[cH:21]1[cH:22][cH:23][cH:24][cH:25][cH:26]1>>[CH3:1][c:2]1[c:3]([N:4]([CH2:5][CH:6]=[O:7])[C:29]([CH2:28][Cl:27])=[O:30])[cH:8][c:9]([CH2:12][O:13][CH3:14])[cH:10][cH:11]1. Reactants: C(C1=CC=CC=C1)N1CCC(CC1)N1C=NC=2C1=NC=CC2 (3-(1-Benzyl-piperidin-4-yl)-3-H-imidazo[4,5-b]pyridine), C(=O)[O-].[NH4+] (ammonium formate). Reagents/catalysts: [Pd] (palladium on carbon). Run in CO (MeOH). The product is N1CCC(CC1)N1C=NC=2C1=NC=CC2 (3-(Piperidin-4-yl)-3-H-imidazo[4,5-b]pyridine). The yield is 95.6%. Reaction SMILES: C([N:8]1[CH2:13][CH2:12][CH:11]([N:14]2[C:18]3=[N:19][CH:20]=[CH:21][CH:22]=[C:17]3[N:16]=[CH:15]2)[CH2:10][CH2:9]1)C1C=CC=CC=1.C([O-])=O.[NH4+]>[Pd].CO>[NH:8]1[CH2:9][CH2:10][CH:11]([N:14]2[C:18]3=[N:19][CH:20]=[CH:21][CH:22]=[C:17]3[N:16]=[CH:15]2)[CH2:12][CH2:13]1 |f:1.2|. Procedure details: The title compound was prepared from 130 mg of 3-(1-benzyl-piperidin-4-yl)-3-H-imidazo[4,5-b]pyridine (from Step C), 130 mg of 10% palladium on carbon and 130 mg of ammonium formate in 6 mL of MeOH, using a procedure analogous to that described in Example 95, Step C to provide 86 mg of the title compound as a solid Starting materials: ClC1=CC=C(C=C1)C1=CC=2N(C=C1C1=C(C=C(C=C1)Cl)Cl)C(=NN2)CC=2C=NC(=CC2)C(F)(F)F (7-(4-chlorophenyl)-6-(2,4-dichlorophenyl)-3-((6-(trifluoromethyl)pyridin-3-yl)methyl)-[1,2,4]triazolo[4,3-a]pyridine), BrC=1C(=CC=2N(C1)C(=NN2)CC=2C(=NC(=CC2)C(F)(F)F)C)C2=CC=C(C=C2)Cl (6-bromo-7-(4-chlorophenyl)-3-((2-methyl-6-(trifluoromethyl)pyridin-3-yl)methyl)-[1,2,4]triazolo[4,3-a]pyridine), FC1=C(C=CC=C1)B(O)O (2-fluorophenylboronic acid), C(=O)([O-])[O-].[K+].[K+] (K2CO3). The reagents and catalysts are C=1C=CC(=CC1)[P](C=2C=CC=CC2)(C=3C=CC=CC3)[Pd]([P](C=4C=CC=CC4)(C=5C=CC=CC5)C=6C=CC=CC6)([P](C=7C=CC=CC7)(C=8C=CC=CC8)C=9C=CC=CC9)[P](C=1C=CC=CC1)(C=1C=CC=CC1)C=1C=CC=CC1 (Pd(PPh3)4). Run in O1CCOCC1 (1,4-dioxane), O (H2O). Product: ClC1=CC=C(C=C1)C1=CC=2N(C=C1C1=C(C=CC=C1)F)C(=NN2)CC=2C(=NC(=CC2)C(F)(F)F)C (7-(4-chlorophenyl)-6-(2-fluorophenyl)-3-((2-methyl-6-(trifluoromethyl)pyridin-3-yl)methyl)-[1,2,4]triazolo[4,3-a]pyridine). Yield: 55.3%. RXN SMILES: Br[C:2]1[C:3]([C:23]2[CH:28]=[CH:27][C:26]([Cl:29])=[CH:25][CH:24]=2)=[CH:4][C:5]2[N:6]([C:8]([CH2:11][C:12]3[C:13]([CH3:22])=[N:14][C:15]([C:18]([F:21])([F:20])[F:19])=[CH:16][CH:17]=3)=[N:9][N:10]=2)[CH:7]=1.[F:30][C:31]1[CH:36]=[CH:35][CH:34]=[CH:33][C:32]=1B(O)O.C([O-])([O-])=O.[K+].[K+].ClC1C=CC(C2C(C3C=CC(Cl)=CC=3Cl)=CN3C(CC4C=NC(C(F)(F)F)=CC=4)=NN=C3C=2)=CC=1>O1CCOCC1.O.C1C=CC([P]([Pd]([P](C2C=CC=CC=2)(C2C=CC=CC=2)C2C=CC=CC=2)([P](C2C=CC=CC=2)(C2C=CC=CC=2)C2C=CC=CC=2)[P](C2C=CC=CC=2)(C2C=CC=CC=2)C2C=CC=CC=2)(C2C=CC=CC=2)C2C=CC=CC=2)=CC=1>[Cl:29][C:26]1[CH:27]=[CH:28][C:23]([C:3]2[C:2]([C:32]3[CH:33]=[CH:34][CH:35]=[CH:36][C:31]=3[F:30])=[CH:7][N:6]3[C:8]([CH2:11][C:12]4[C:13]([CH3:22])=[N:14][C:15]([C:18]([F:20])([F:21])[F:19])=[CH:16][CH:17]=4)=[N:9][N:10]=[C:5]3[CH:4]=2)=[CH:24][CH:25]=1 |f:2.3.4,^1:91,93,112,131|. Reported procedure: The title compound (5.5 mg, 55%) as a white powder was prepared from 6-bromo-7-(4-chlorophenyl)-3-((2-methyl-6-(trifluoromethyl)pyridin-3-yl)methyl)-[1,2,4]triazolo[4,3-a]pyridine (9.5 mg, 0.020 mmol), 2-fluorophenylboronic acid (5.5 mg, 0.039 mmol), K2CO3 (8.2 mg, 0.059 mmol) and Pd(PPh3)4 (2.8 mg, 0.002 mmol) in 1,4-dioxane (0.28 mL) and H2O (0.09 mL) by the procedures analogous to those described for 7-(4-chlorophenyl)-6-(2,4-dichlorophenyl)-3-((6-(trifluoromethyl)pyridin-3-yl)methyl)-[1,2,4]...